This data is from the Open Reaction Database (ORD), a public repository of structured organic reaction records. The task is: describe an organic reaction: reactants, conditions, products, and yield Starting materials: FC1=C(CO)C=C(C=C1)O (2-fluoro-5-hydroxybenzyl alcohol), C1(CCCCC1)CBr (cyclohexylmethyl bromide), ClC(=O)N1[C@H](CN(C[C@H]1C)C(=O)OC(C)(C)C)C (1-chlorocarbonyl-cis-2,6-dimethyl-4-tert-butoxycarbonylpiperazine). Yields the product C[C@@H]1N([C@@H](CNC1)C)C(=O)OCC1=C(C=CC(=C1)OCC1CCCCC1)F (5-Cyclohexylmethoxy-2-fluorobenzyl cis-2,6-dimethylpiperazine-1-carboxylate), product. Procedure: 5-Cyclohexylmethoxy-2-fluorobenzyl cis-2,6-dimethylpiperazine-1-carboxylate was prepared from 2-fluoro-5-hydroxybenzyl alcohol, cyclohexylmethyl bromide and 1-chlorocarbonyl-cis-2,6-dimethyl-4-tert-butoxycarbonylpiperazine according to the methods described for Examples 54 and 121 to give the product as a yellow oil (10.8%); HPLC (XTERRA, 50/80, 220 nm) 91.4% (6.77 min); NMR δH (400 MHz, DMSO-d6) 1.016(2H, m), 1.204(8H, m), 1.735(5H, m), 2.681(4H, m), 3.291(2H, s), 3.737(2H, d, J 6.5 Hz), 3.905(... As a reaction SMILES: [F:1][C:2]1[CH:9]=[CH:8][C:7]([OH:10])=[CH:6][C:3]=1[CH2:4][OH:5].[CH:11]1([CH2:17]Br)[CH2:16][CH2:15][CH2:14][CH2:13][CH2:12]1.Cl[C:20]([N:22]1[C@H:27]([CH3:28])[CH2:26][N:25](C(OC(C)(C)C)=O)[CH2:24][C@@H:23]1[CH3:36])=[O:21]>>[CH3:36][C@H:23]1[CH2:24][NH:25][CH2:26][C@@H:27]([CH3:28])[N:22]1[C:20]([O:5][CH2:4][C:3]1[CH:6]=[C:7]([O:10][CH2:17][CH:11]2[CH2:16][CH2:15][CH2:14][CH2:13][CH2:12]2)[CH:8]=[CH:9][C:2]=1[F:1])=[O:21]. The yield is 10.8%. The reactants are COC(=O)C(O)CCCO[Si](C)(C)C(C)(C)C, Clc1cccnc1-n1ncc2c(Cl)ncnc21, [H-], [Na+], C1CCOC1, O=C(O)CC(O)(CC(=O)O)C(=O)O. Yields the product COC(=O)C(CCCO[Si](C)(C)C(C)(C)C)Oc1ncnc2c1cnn2-c1ncccc1Cl. Reaction SMILES: [C:3]([CH3:4])([CH3:5])([CH3:6])[Si:7]([O:8][CH2:9][CH2:10][CH2:11][CH:12]([C:13](=[O:14])[O:15][CH3:16])[OH:17])([CH3:18])[CH3:19].[Cl:20][c:21]1[c:22]2[c:23]([n:24][cH:25][n:26]1)[n:27](-[c:30]1[n:31][cH:32][cH:33][cH:34][c:35]1[Cl:36])[n:28][cH:29]2.[H-:1].[Na+:2].[O:50]1[CH2:51][CH2:52][CH2:53][CH2:54]1.[OH:37][C:38]([CH2:39][C:40]([C:41](=[O:42])[OH:43])([CH2:44][C:45](=[O:46])[OH:47])[OH:48])=[O:49]>>[C:3]([CH3:4])([CH3:5])([CH3:6])[Si:7]([O:8][CH2:9][CH2:10][CH2:11][CH:12]([C:13](=[O:14])[O:15][CH3:16])[O:17][c:21]1[c:22]2[c:23]([n:24][cH:25][n:26]1)[n:27](-[c:30]1[n:31][cH:32][cH:33][cH:34][c:35]1[Cl:36])[n:28][cH:29]2)([CH3:18])[CH3:19]. The reactants are Brc1ccc2ncnc(Nc3ccc(OCc4ccccc4)cc3)c2c1, CCCC[Sn](CCCC)(CCCC)c1ccco1, C1COCCO1, Cl[Pd]Cl, c1ccc(P(c2ccccc2)c2ccccc2)cc1, c1ccc(P(c2ccccc2)c2ccccc2)cc1. Yields the product c1ccc(COc2ccc(Nc3ncnc4ccc(-c5ccco5)cc34)cc2)cc1. As a reaction SMILES: [CH2:1]([c:2]1[cH:3][cH:4][cH:5][cH:6][cH:7]1)[O:8][c:9]1[cH:10][cH:11][c:12]([NH:15][c:16]2[n:17][cH:18][n:19][c:20]3[cH:21][cH:22][c:23]([Br:26])[cH:24][c:25]23)[cH:13][cH:14]1.[CH2:27]([Sn:28]([CH2:29][CH2:30][CH2:31][CH3:37])([c:32]1[o:33][cH:34][cH:35][cH:36]1)[CH2:38][CH2:39][CH2:40][CH3:41])[CH2:42][CH2:43][CH3:44].[O:45]1[CH2:46][CH2:47][O:48][CH2:49][CH2:50]1.[Pd:51]([Cl:52])[Cl:53].[c:54]1([P:55]([c:56]2[cH:57][cH:58][cH:59][cH:60][cH:61]2)[c:62]2[cH:63][cH:64][cH:65][cH:66][cH:67]2)[cH:68][cH:69][cH:70][cH:71][cH:72]1.[c:73]1([P:74]([c:75]2[cH:76][cH:77][cH:78][cH:79][cH:80]2)[c:81]2[cH:82][cH:83][cH:84][cH:85][cH:86]2)[cH:87][cH:88][cH:89][cH:90][cH:91]1>>[CH2:1]([c:2]1[cH:3][cH:4][cH:5][cH:6][cH:7]1)[O:8][c:9]1[cH:10][cH:11][c:12]([NH:15][c:16]2[n:17][cH:18][n:19][c:20]3[cH:21][cH:22][c:23](-[c:32]4[o:33][cH:34][cH:35][cH:36]4)[cH:24][c:25]23)[cH:13][cH:14]1.